This data is from the Open Reaction Database (ORD), a public repository of structured organic reaction records. The task is: describe an organic reaction: reactants, conditions, products, and yield The reactants are FC=1C=C(C=CC1OC(F)(F)F)CCC1CCC(CC1)CCCO (3-(4-(2-(3-fluoro-4-trifluoromethoxyphenyl)ethyl)cyclohexyl)propanol), CCN(CC)S(F)(F)F (DAST). Solvent: C(OC)COC (Dimethoxyethane). Yields the product FC=1C=CC=CC1OC(F)(F)F (3-fluoro-4-trifluoromethoxybenzene). The yield is 7.7%. RXN SMILES: [F:1][C:2]1[CH:3]=[C:4](CCC2CCC(CCCO)CC2)[CH:5]=[CH:6][C:7]=1[O:8][C:9]([F:12])([F:11])[F:10].CCN(S(F)(F)F)CC>C(COC)OC>[F:1][C:2]1[CH:3]=[CH:4][CH:5]=[CH:6][C:7]=1[O:8][C:9]([F:10])([F:11])[F:12]. Procedure details: Dimethoxyethane (15 ml) was added to the above 3-(4-(2-(3-fluoro-4-trifluoromethoxyphenyl)ethyl)cyclohexyl)propanol (1.52 g, 4.4 mmol), followed by-dropwise adding DAST (1.40 g, 8.7 mmol), refluxing the mixture for 5 hours, extracting the resulting product with toluene, washing the organic layer successively with a saturated aqueous solution of sodium bicarbonate and water, drying over MgSO4, distilling off the solvent, purifying the residue according to column chromatography treatment using hep... As a reaction SMILES: [CH2:3]([CH3:4])[O:5][C:6](=[O:7])[c:8]1[cH:9][c:10]2[c:11]([n:12][c:13]([NH2:32])[n:14][c:15]2-[c:16]2[c:17]([Cl:31])[cH:18][c:19]([Cl:30])[c:20]([O:22][CH2:23][c:24]3[cH:25][cH:26][cH:27][cH:28][cH:29]3)[cH:21]2)[s:33]1.[CH3:34][CH2:35][OH:36].[Na+:2].[OH-:1].[OH2:37]>>[O:5]=[C:6]([OH:7])[c:8]1[cH:9][c:10]2[c:11]([n:12][c:13]([NH2:32])[n:14][c:15]2-[c:16]2[c:17]([Cl:31])[cH:18][c:19]([Cl:30])[c:20]([O:22][CH2:23][c:24]3[cH:25][cH:26][cH:27][cH:28][cH:29]3)[cH:21]2)[s:33]1. The product is Nc1nc(-c2cc(OCc3ccccc3)c(Cl)cc2Cl)c2cc(C(=O)O)sc2n1. The reactants are CCOC(=O)c1cc2c(-c3cc(OCc4ccccc4)c(Cl)cc3Cl)nc(N)nc2s1, CCO, [Na+], [OH-], O. The reactants are C(C)OC(=O)C=1C(=NC2=C(C=C(C=C2C1CC1=C(C=CC=C1)Cl)Cl)N(C)C)N(C)C (6-chloro-4-(2-chloro-benzyl)-2,8-bis-dimethylamino-quinoline-3-carboxylic acid ethyl ester), [OH-].[Na+] (NaOH). Run in C(C)O (ethanol). The product is ClC=1C=C2C(=C(C(=NC2=C(C1)N(C)C)N(C)C)C(=O)O)CC1=C(C=CC=C1)Cl (6-Chloro-4-(2-chloro-benzyl)-2,8-bis-dimethylamino-quinoline-3-carboxylic acid). As a reaction SMILES: C([O:3][C:4]([C:6]1[C:7]([N:28]([CH3:30])[CH3:29])=[N:8][C:9]2[C:14]([C:15]=1[CH2:16][C:17]1[CH:22]=[CH:21][CH:20]=[CH:19][C:18]=1[Cl:23])=[CH:13][C:12]([Cl:24])=[CH:11][C:10]=2[N:25]([CH3:27])[CH3:26])=[O:5])C.[OH-].[Na+]>C(O)C>[Cl:24][C:12]1[CH:13]=[C:14]2[C:9](=[C:10]([N:25]([CH3:27])[CH3:26])[CH:11]=1)[N:8]=[C:7]([N:28]([CH3:29])[CH3:30])[C:6]([C:4]([OH:5])=[O:3])=[C:15]2[CH2:16][C:17]1[CH:22]=[CH:21][CH:20]=[CH:19][C:18]=1[Cl:23] |f:1.2|. Procedure: The title compound was prepared in analogy to example 12 step B from a mixture of 6-chloro-4-(2-chloro-benzyl)-2,8-bis-dimethylamino-quinoline-3-carboxylic acid ethyl ester (prepared as described in example 61 step D) and 1N NaOH in ethanol. Light yellow solid. MS (ESI): 418 (M+H)+. Starting materials: COCCCN, Fc1ccc(-c2ccc3nc(Cl)nc(Cl)c3n2)cc1, C1COCCO1. Yields the product COCCCNc1nc(Cl)nc2ccc(-c3ccc(F)cc3)nc12. Reaction SMILES: [CH3:20][O:21][CH2:22][CH2:23][CH2:24][NH2:25].[Cl:1][c:2]1[n:3][c:4]([Cl:19])[c:5]2[c:6]([n:7]1)[cH:8][cH:9][c:10](-[c:12]1[cH:13][cH:14][c:15]([F:18])[cH:16][cH:17]1)[n:11]2.[O:26]1[CH2:27][CH2:28][O:29][CH2:30][CH2:31]1>>[Cl:1][c:2]1[n:3][c:4]([NH:25][CH2:24][CH2:23][CH2:22][O:21][CH3:20])[c:5]2[c:6]([n:7]1)[cH:8][cH:9][c:10](-[c:12]1[cH:13][cH:14][c:15]([F:18])[cH:16][cH:17]1)[n:11]2. The reactants are C1(CCCCC1)N=C=NC1CCCCC1 (dicyclohexylcarbodiimide), C[C@@H]1C[C@H]2[C@H](O2)/C=C\C=C\C(=O)CC3=C(C(=CC(=C3Cl)O)O)C(=O)O1 (radicicol), COCOCCCCCCCCCC(=O)O (10-(methoxymethoxy)decanoic acid). Solvent: O1CCCC1 (tetrahydrofuran). Yields the product CN(C)C1=NC=CC=C1 (dimethylaminopyridine), title compound. RXN SMILES: [CH3:1][C@H]1OC(=O)C2C(O)=CC(O)=C(Cl)C=2CC(=O)C=CC=C[C@H]2O[C@H]2C1.COCOCCCCCCCCCC(O)=O.[CH:42]1([N:48]=[C:49]=[N:50][CH:51]2[CH2:56][CH2:55][CH2:54]CC2)CCCCC1>O1CCCC1>[CH3:1][N:48]([C:49]1[CH:54]=[CH:55][CH:56]=[CH:51][N:50]=1)[CH3:42]. Reported procedure: Following a procedure similar to that described in Example 12, but using 400 mg of radicicol, 595 mg of 10-(methoxymethoxy)decanoic acid, 6 ml of dry tetrahydrofuran, 567 mg of dicyclohexylcarbodiimide and a catalytic amount of dimethylaminopyridine, 739 mg of the title compound were obtained.